This data is from the Open Reaction Database (ORD), a public repository of structured organic reaction records. The task is: describe an organic reaction: reactants, conditions, products, and yield Reactants: N[C@@H]1CC[C@H](CC1)NC(=O)C1=CNC2=C1N=CN=C2C2=C(C=C(C=C2)OC)OCC2CC2 (trans-4-(2-cyclopropylmethoxy-4-methoxy-phenyl)-5H-pyrrolo[3,2-d]pyrimidine-7-carboxylic acid (4-amino-cyclohexyl)-amide), ClC(=O)C1(CC1)OC(C)=O (acetic acid 1-chlorocarbonyl-cyclopropyl ester). The product is OC1(CC1)C(=O)N[C@@H]1CC[C@H](CC1)NC(=O)C1=CNC2=C1N=CN=C2C2=C(C=C(C=C2)OC)OCC2CC2 (trans-4-(2-Cyclopropylmethoxy-4-methoxy-phenyl)-5H-pyrrolo[3,2-d]pyrimidine-7-carboxylic acid {4-[(1-hydroxy-cyclopropanecarbonyl)-amino]-cyclohexyl}-amide). RXN SMILES: [NH2:1][C@H:2]1[CH2:7][CH2:6][C@H:5]([NH:8][C:9]([C:11]2[C:15]3[N:16]=[CH:17][N:18]=[C:19]([C:20]4[CH:25]=[CH:24][C:23]([O:26][CH3:27])=[CH:22][C:21]=4[O:28][CH2:29][CH:30]4[CH2:32][CH2:31]4)[C:14]=3[NH:13][CH:12]=2)=[O:10])[CH2:4][CH2:3]1.Cl[C:34]([C:36]1([O:39]C(=O)C)[CH2:38][CH2:37]1)=[O:35]>>[OH:39][C:36]1([C:34]([NH:1][C@H:2]2[CH2:7][CH2:6][C@H:5]([NH:8][C:9]([C:11]3[C:15]4[N:16]=[CH:17][N:18]=[C:19]([C:20]5[CH:25]=[CH:24][C:23]([O:26][CH3:27])=[CH:22][C:21]=5[O:28][CH2:29][CH:30]5[CH2:31][CH2:32]5)[C:14]=4[NH:13][CH:12]=3)=[O:10])[CH2:4][CH2:3]2)=[O:35])[CH2:38][CH2:37]1. Procedure: Starting from trans-4-(2-cyclopropylmethoxy-4-methoxy-phenyl)-5H-pyrrolo[3,2-d]pyrimidine-7-carboxylic acid (4-amino-cyclohexyl)-amide (example A150) and acetic acid 1-chlorocarbonyl-cyclopropyl ester the title compound is obtained as colorless solid.